Dataset: the Open Reaction Database (ORD), a public repository of structured organic reaction records. Task: describe an organic reaction: reactants, conditions, products, and yield Starting materials: C(C)(C)(C)OC(NC1(CCN(CC1)C(=O)C=1C2=C(N=C(C1)C1=C(C=C(C=C1)OCC1=CC=CC=C1)F)N(N=C2C)C2OCCCC2)C2=CC=CC=C2)=O ({1-[6-(4-Benzyloxy-2-fluoro-phenyl)-3-methyl-1-(tetrahydro-pyran-2-yl)-1H-pyrazolo[3,4-b]pyridine-4-carbonyl]-4-phenyl-piperidin-4-yl}-carbamic acid tert-butyl ester). Run in CO (methanol). Run at temperature 38 celsius, time 2 hour. The product is NC1(CCN(CC1)C(=O)C1=C2C(=NC(=C1)C1=C(C=C(C=C1)O)F)NN=C2C)C2=CC=CC=C2 ((4-Amino-4-phenyl-piperidin-1-yl)-[6-(2-fluoro-4-hydroxy-phenyl)-3-methyl-1H-pyrazolo[3,4-b]pyridin-4-yl]-methanone). Yield: 80.8%. RXN SMILES: C(OC(=O)[NH:7][C:8]1([C:47]2[CH:52]=[CH:51][CH:50]=[CH:49][CH:48]=2)[CH2:13][CH2:12][N:11]([C:14]([C:16]2[C:17]3[C:39]([CH3:40])=[N:38][N:37](C4CCCCO4)[C:18]=3[N:19]=[C:20]([C:22]3[CH:27]=[CH:26][C:25]([O:28]CC4C=CC=CC=4)=[CH:24][C:23]=3[F:36])[CH:21]=2)=[O:15])[CH2:10][CH2:9]1)(C)(C)C>CO>[NH2:7][C:8]1([C:47]2[CH:52]=[CH:51][CH:50]=[CH:49][CH:48]=2)[CH2:13][CH2:12][N:11]([C:14]([C:16]2[CH:21]=[C:20]([C:22]3[CH:27]=[CH:26][C:25]([OH:28])=[CH:24][C:23]=3[F:36])[N:19]=[C:18]3[NH:37][N:38]=[C:39]([CH3:40])[C:17]=23)=[O:15])[CH2:10][CH2:9]1. Procedure: {1-[6-(4-Benzyloxy-2-fluoro-phenyl)-3-methyl-1-(tetrahydro-pyran-2-yl)-1H-pyrazolo[3,4-b]pyridine-4-carbonyl]-4-phenyl-piperidin-4-yl}-carbamic acid tert-butyl ester (90 mg) was dissolved in methanol (2 mL) and purged with argon, then hydrogen. Palladium (10% on charcoal, 13 mg) was added and the mixture was stirred at 38° C. for 2 h. The catalyst was filtered off, the solvent was evaporated and the residue was dissolved in THF (5 mL) containing HCl (4N in dioxane, 0.14 mL). The solution was sti...